From a dataset of the Open Reaction Database (ORD), a public repository of structured organic reaction records. describe an organic reaction: reactants, conditions, products, and yield Starting materials: CO, O=C(Cc1cccs1)Nc1cccc(-c2nn3ccccc3c2-c2ccnc(Nc3ccc4c(c3)CC(NC(=O)C(F)(F)F)C4)n2)c1, [Li+], [OH-]. Yields the product NC1Cc2ccc(Nc3nccc(-c4c(-c5cccc(NC(=O)Cc6cccs6)c5)nn5ccccc45)n3)cc2C1. Reaction SMILES: [CH3:50][OH:51].[F:1][C:2]([F:3])([F:4])[C:46]([NH:5][CH:6]1[CH2:7][c:8]2[cH:9][cH:10][c:11]([NH:15][c:16]3[n:17][cH:18][cH:19][c:20](-[c:22]4[c:23](-[c:31]5[cH:32][c:33]([NH:37][C:38]([CH2:39][c:40]6[s:41][cH:42][cH:43][cH:44]6)=[O:45])[cH:34][cH:35][cH:36]5)[n:24][n:25]5[c:26]4[cH:27][cH:28][cH:29][cH:30]5)[n:21]3)[cH:12][c:13]2[CH2:14]1)=[O:47].[Li+:49].[OH-:48]>>[NH2:5][CH:6]1[CH2:7][c:8]2[cH:9][cH:10][c:11]([NH:15][c:16]3[n:17][cH:18][cH:19][c:20](-[c:22]4[c:23](-[c:31]5[cH:32][c:33]([NH:37][C:38]([CH2:39][c:40]6[s:41][cH:42][cH:43][cH:44]6)=[O:45])[cH:34][cH:35][cH:36]5)[n:24][n:25]5[c:26]4[cH:27][cH:28][cH:29][cH:30]5)[n:21]3)[cH:12][c:13]2[CH2:14]1.